Dataset: the Open Reaction Database (ORD), a public repository of structured organic reaction records. Task: describe an organic reaction: reactants, conditions, products, and yield The reactants are BrC1=CC=CC(=N1)C(C)(C)O (2-(6-bromopyridin-2-yl)propan-2-ol), [OH-].[NH4+] (ammonium hydroxide), solution, C(=O)([O-])[O-].[K+].[K+] (K2CO3), CN(CCN)C (N,N-dimethylethylenediamine). Reagents/catalysts: [Cu-]=O (copper (I) oxide). Solvent: C(CO)O (ethyleneglycol). Run at temperature 60 celsius, time 6 hour. The product is NC1=CC=CC(=N1)C(C)(C)O (2-(6-aminopyridin-2-yl)propan-2-ol). Yield: 555.8%. Reaction SMILES: Br[C:2]1[N:7]=[C:6]([C:8]([OH:11])([CH3:10])[CH3:9])[CH:5]=[CH:4][CH:3]=1.[OH-].[NH4+].C([O-])([O-])=O.[K+].[K+].C[N:21](C)CCN>[Cu-]=O.C(O)CO>[NH2:21][C:2]1[N:7]=[C:6]([C:8]([OH:11])([CH3:10])[CH3:9])[CH:5]=[CH:4][CH:3]=1 |f:1.2,3.4.5|. Procedure: A heavy walled resealable tube was loaded under an argon atmosphere with copper (I) oxide (53.0 mg, 370 μmol), 2-(6-bromopyridin-2-yl)propan-2-ol (1600 mg, 7.4 mmol), ammonium hydroxide 28% solution (16.5 M) (8.98 mL, 148 mmol), K2CO3 (205 mg, 1.48 mmol), N,N-dimethylethylenediamine (65.3 mg, 81.3 μA, 740 μmol) and ethyleneglycol (14.8 mL). The reaction was stirred for 6 h at 60° C. After cooling to room temperature, the reaction mixture was extracted with dichloromethane (3×25 mL), combined org... Reactants: CN(C)C=O, CC(=O)O, CC#N, O=C1c2ccccc2C(=O)N1Cl, COc1ccnc(CSc2nc3cc(OC(F)F)ccc3[nH]2)c1OC, [Na+], [Na+], [Na+], [OH-], O=S([O-])S(=O)(=O)[O-]. Reaction SMILES: [CH3:49][N:50]([CH3:51])[CH:52]=[O:53].[CH3:54][C:55](=[O:56])[OH:57].[CH3:58][C:59]#[N:60].[Cl:28][N:29]1[C:30](=[O:34])[c:31]2[cH:32][cH:33][cH:35][cH:36][c:37]2[C:38]1=[O:39].[F:1][CH:2]([O:3][c:4]1[cH:5][c:6]2[c:7]([nH:8][c:9]([S:11][CH2:12][c:13]3[n:14][cH:15][cH:16][c:17]([O:21][CH3:22])[c:18]3[O:19][CH3:20])[n:10]2)[cH:23][cH:24]1)[F:25].[Na+:27].[Na+:47].[Na+:48].[OH-:26].[S:40]([S:41]([O-:42])=[O:43])([O-:44])(=[O:45])=[O:46]>>[F:1][CH:2]([O:3][c:4]1[cH:5][c:6]2[c:7]([nH:8][c:9]([S:11]([CH2:12][c:13]3[n:14][cH:15][cH:16][c:17]([O:21][CH3:22])[c:18]3[O:19][CH3:20])=[O:34])[n:10]2)[cH:23][cH:24]1)[F:25]. Product: COc1ccnc(CS(=O)c2nc3cc(OC(F)F)ccc3[nH]2)c1OC. Reactants: C1CCOC1, CCN(C(C)C)C(C)C, Clc1ncc(Br)cn1, NCCN1CCOCC1. Yields the product Brc1cnc(NCCN2CCOCC2)nc1. As a reaction SMILES: [CH2:27]1[O:28][CH2:29][CH2:30][CH2:31]1.[CH:18]([N:19]([CH:20]([CH3:21])[CH3:22])[CH2:23][CH3:24])([CH3:25])[CH3:26].[Cl:1][c:2]1[n:3][cH:4][c:5]([Br:8])[cH:6][n:7]1.[NH2:9][CH2:10][CH2:11][N:12]1[CH2:13][CH2:14][O:15][CH2:16][CH2:17]1>>[c:2]1([NH:9][CH2:10][CH2:11][N:12]2[CH2:13][CH2:14][O:15][CH2:16][CH2:17]2)[n:3][cH:4][c:5]([Br:8])[cH:6][n:7]1.